This data is from the Open Reaction Database (ORD), a public repository of structured organic reaction records. The task is: describe an organic reaction: reactants, conditions, products, and yield Starting materials: N1([C@H](C(=O)O)CCC1)C(=O)OCC1=CC=CC=C1 (Z-Pro-OH), C1(CC1)N (cyclopropyl amine), C=1C=CC2=C(C1)N=NN2O (HOBt), C1CCC(CC1)N=C=NC2CCCCC2 (DCC). Solvent: O1CCCC1 (tetrahydrofurane). Reaction conditions: temperature 0 celsius, time 1 hour. Yields the product N1([C@H](C(=O)O)CCC1)C(=O)OCC1=CC=CC=C1.C1(CC1)[NH-] (Z-Pro cyclopropyl amide). As a reaction SMILES: [N:1]1([C:9]([O:11][CH2:12][C:13]2[CH:18]=[CH:17][CH:16]=[CH:15][CH:14]=2)=[O:10])[CH2:8][CH2:7][CH2:6][C@H:2]1[C:3]([OH:5])=[O:4].[CH:19]1([NH2:22])[CH2:21][CH2:20]1.C1C=CC2N(O)N=NC=2C=1.C1CCC(N=C=NC2CCCCC2)CC1>O1CCCC1>[N:1]1([C:9]([O:11][CH2:12][C:13]2[CH:14]=[CH:15][CH:16]=[CH:17][CH:18]=2)=[O:10])[CH2:8][CH2:7][CH2:6][C@H:2]1[C:3]([OH:5])=[O:4].[CH:19]1([NH-:22])[CH2:21][CH2:20]1 |f:5.6|. Procedure: To a solution of 124.6 g (0.5 mol) of Z-Pro-OH, 34.8 ml of cyclopropyl amine and 67.5 g HOBt in 200 ml of absolute tetrahydrofurane 110 g of DCC were added at 0° C, the solution was stirred for one hour at 0° C and allowed to stand over night at room temperature. The deposit was suction-filtered and the filtrate was concentrated. The residue was taken up in ethyl acetate and extracted with saturated NaHCO3 -solution, 2N HCl, saturated NaHCO3 -solution and water, dried over Na2SO4 and concentrate...